This data is from the Open Reaction Database (ORD), a public repository of structured organic reaction records. The task is: describe an organic reaction: reactants, conditions, products, and yield The reactants are O=C1CCC(=O)N1Br, O=C(OOC(=O)c1ccccc1)c1ccccc1, ClC(Cl)(Cl)Cl, Cc1ccc(-c2ccccc2-c2nnnn2C(c2ccccc2)(c2ccccc2)c2ccccc2)cc1. Product: BrCc1ccc(-c2ccccc2-c2nnnn2C(c2ccccc2)(c2ccccc2)c2ccccc2)cc1. As a reaction SMILES: [Br:38][N:39]1[C:40](=[O:41])[CH2:42][CH2:43][C:44]1=[O:45].[C:46]([O:47][O:48][C:49](=[O:50])[c:51]1[cH:52][cH:53][cH:54][cH:55][cH:56]1)(=[O:57])[c:58]1[cH:59][cH:60][cH:61][cH:62][cH:63]1.[C:64]([Cl:65])([Cl:66])([Cl:67])[Cl:68].[c:1]1([C:7]([n:8]2[n:9][n:10][n:11][c:12]2-[c:13]2[c:14](-[c:19]3[cH:20][cH:21][c:22]([CH3:25])[cH:23][cH:24]3)[cH:15][cH:16][cH:17][cH:18]2)([c:26]2[cH:27][cH:28][cH:29][cH:30][cH:31]2)[c:32]2[cH:33][cH:34][cH:35][cH:36][cH:37]2)[cH:2][cH:3][cH:4][cH:5][cH:6]1>>[c:1]1([C:7]([n:8]2[n:9][n:10][n:11][c:12]2-[c:13]2[c:14](-[c:19]3[cH:20][cH:21][c:22]([CH2:25][Br:38])[cH:23][cH:24]3)[cH:15][cH:16][cH:17][cH:18]2)([c:26]2[cH:27][cH:28][cH:29][cH:30][cH:31]2)[c:32]2[cH:33][cH:34][cH:35][cH:36][cH:37]2)[cH:2][cH:3][cH:4][cH:5][cH:6]1. The reactants are C(CCCCCCCCCCCCCCCO)O (1,16-hexadecanediol), Br (hydrobromic acid), C1(=CC=CC=C1)C (toluene). Run in O (water). Product: BrCCCCCCCCCCCCCCCCO (16-bromo-1-hexadecanol). Isolated yield 45.8%. RXN SMILES: [CH2:1](O)[CH2:2][CH2:3][CH2:4][CH2:5][CH2:6][CH2:7][CH2:8][CH2:9][CH2:10][CH2:11][CH2:12][CH2:13][CH2:14][CH2:15][CH2:16][OH:17].[BrH:19].C1(C)C=CC=CC=1>O>[Br:19][CH2:1][CH2:2][CH2:3][CH2:4][CH2:5][CH2:6][CH2:7][CH2:8][CH2:9][CH2:10][CH2:11][CH2:12][CH2:13][CH2:14][CH2:15][CH2:16][OH:17]. Reported procedure: First, 10 g of 1,16-hexadecanediol, 26 g of 48% hydrobromic acid, and 400 ml of toluene were placed in a 1 L flask. The reaction mixture was stirred under reflux for 48 hours while water in the system was removed. The reaction mixture was washed with water and dried over anhydrous sodium sulfate. Thereafter, the solvent was distilled away. The residue was purified by silica gel column chromatography (eluent: toluene/ethyl acetate=9/1) and recrystallized from hexane to obtain 5.7 g of 16-bromo-1-... Starting materials: OC1(CCCC)CCCCC1. The reagents and catalysts are N=1C=CC=C2C=CC=3C=CC(=NC3C12)C, O1BOC(C)(C)C1(C)C, O1B(OC(C)(C)C1(C)C)B2OC(C)(C)C(O2)(C)C, C[OH2+].C[OH2+].C1CC=CCCC=C1.C1CC=CCCC=C1.[Ir].[Ir]. The solvent is C1CCCCCCC1. Run at temperature 100 celsius, time 20 hour. Product: OC1(CCCCB2OC(C)(C)C(O2)(C)C)CCCCC1. The yield is 56.0%. Starting materials: ClC1=C(C=NC=C1Cl)C=O (4,5-dichloropyridine-3-carbaldehyde), [N-]=[N+]=[N-].[Na+] (sodium azide). Run in CN(C)C=O (DMF). Run at time 18 hour. Yields the product N(=[N+]=[N-])C1=C(C=NC=C1Cl)C=O (4-Azido-5-chloropyridine-3-carbaldehyde). Yield: 95.3%. Reaction SMILES: Cl[C:2]1[C:7]([Cl:8])=[CH:6][N:5]=[CH:4][C:3]=1[CH:9]=[O:10].[N-:11]=[N+:12]=[N-:13].[Na+]>CN(C=O)C>[N:11]([C:2]1[C:7]([Cl:8])=[CH:6][N:5]=[CH:4][C:3]=1[CH:9]=[O:10])=[N+:12]=[N-:13] |f:1.2|. Reported procedure: A mixture of 4,5-dichloropyridine-3-carbaldehyde (6.78 g, 38.5 mmol) and sodium azide (2.62 g, 40.4 mmol) in DMF (25 mL) was stirred at room temperature for 18 hours. The reaction mixture was quenched with brine (250 mL) and extracted with ethyl acetate (3×100 mL). The combined organic extracts were dried over anhydrous sodium sulphate and concentrated under reduced pressure. The residue was purified by silica gel flash chromatography (0-40% ethyl acetate in pentane) to afford the title compound... The reactants are [Li]C(C)(C)C, C1CCOC1, COc1c(C(=O)O)ccc2ccccc12. The product is CC(C)(C)c1c(C(=O)O)ccc2ccccc12. RXN SMILES: [C:1]([CH3:2])([CH3:3])([CH3:4])[Li:5].[CH2:21]1[O:22][CH2:23][CH2:24][CH2:25]1.[CH3:6][O:7][c:8]1[c:9]([C:18](=[O:19])[OH:20])[cH:10][cH:11][c:12]2[cH:13][cH:14][cH:15][cH:16][c:17]12>>[C:1]([CH3:2])([CH3:3])([CH3:4])[c:8]1[c:9]([C:18](=[O:19])[OH:20])[cH:10][cH:11][c:12]2[cH:13][cH:14][cH:15][cH:16][c:17]12. The reactants are O=C([O-])[O-], CC(C)=O, NC(=O)CCl, Cl, Fc1cccc(COc2ccc3c(c2)CCNCC3)c1, [K+], [K+]. Yields the product NC(=O)CN1CCc2ccc(OCc3cccc(F)c3)cc2CC1. Reaction SMILES: [C:22](=[O:23])([O-:24])[O-:25].[CH3:33][C:34](=[O:35])[CH3:36].[Cl:28][CH2:29][C:30](=[O:31])[NH2:32].[ClH:1].[F:2][c:3]1[cH:4][c:5]([CH2:6][O:7][c:8]2[cH:9][c:10]3[c:11]([cH:17][cH:18]2)[CH2:12][CH2:13][NH:14][CH2:15][CH2:16]3)[cH:19][cH:20][cH:21]1.[K+:26].[K+:27]>>[F:2][c:3]1[cH:4][c:5]([CH2:6][O:7][c:8]2[cH:9][c:10]3[c:11]([cH:17][cH:18]2)[CH2:12][CH2:13][N:14]([CH2:29][C:30](=[O:31])[NH2:32])[CH2:15][CH2:16]3)[cH:19][cH:20][cH:21]1. The reactants are C(C)OC(=O)C=1C(=C2C(=CN1)N(C(=C2)C2=CC=C(C=C2)F)C2=CC=CC=C2)O (2-(4-fluoro-phenyl)-4-hydroxy-1-phenyl-1H-pyrrolo[2,3-c]pyridine-5-carboxylic acid ethyl ester), C(C)OC(=O)C=1C(=C2C(=CN1)N(C(=C2Br)C2=CC=C(C=C2)F)C2=CC=C(C=C2)F)O (3-bromo-1,2-bis-(4-fluoro-phenyl)-4-hydroxy-1H-pyrrolo[2,3-c]pyridine-5-carboxylic acid ethyl ester). Product: C(C)OC(=O)C=1C(=C2C(=CN1)N(C(=C2)C2=CC=C(C=C2)F)C2=CC=C(C=C2)F)O (1,2-Bis-(4-fluoro-phenyl)-4-hydroxy-1H-pyrrolo[2,3-c]pyridine-5-carboxylic acid ethyl ester). As a reaction SMILES: C(OC(C1C(O)=C2C=C(C3C=CC(F)=CC=3)N(C3C=CC=CC=3)C2=CN=1)=O)C.[CH2:29]([O:31][C:32]([C:34]1[C:35]([OH:58])=[C:36]2[C:42](Br)=[C:41]([C:44]3[CH:49]=[CH:48][C:47]([F:50])=[CH:46][CH:45]=3)[N:40]([C:51]3[CH:56]=[CH:55][C:54]([F:57])=[CH:53][CH:52]=3)[C:37]2=[CH:38][N:39]=1)=[O:33])[CH3:30]>>[CH2:29]([O:31][C:32]([C:34]1[C:35]([OH:58])=[C:36]2[CH:42]=[C:41]([C:44]3[CH:45]=[CH:46][C:47]([F:50])=[CH:48][CH:49]=3)[N:40]([C:51]3[CH:56]=[CH:55][C:54]([F:57])=[CH:53][CH:52]=3)[C:37]2=[CH:38][N:39]=1)=[O:33])[CH3:30]. Procedure details: Prepared in analogy to that of 2-(4-fluoro-phenyl)-4-hydroxy-1-phenyl-1H-pyrrolo[2,3-c]pyridine-5-carboxylic acid ethyl ester from 3-bromo-1,2-bis-(4-fluoro-phenyl)-4-hydroxy-1H-pyrrolo[2,3-c]pyridine-5-carboxylic acid ethyl ester. The title compound, ESI MS (m/z): 395 (M+H+). The reactants are C(=O)([O-])[O-].[Na+].[Na+] (Na2CO3), C(C1=CC=CC=C1)C=1C=C(C=CC1OS(=O)(=O)C(F)(F)F)C1=C(C=C(C=C1)CCC#N)CC(C)C (Trifluoro-methanesulfonic acid 3-benzyl-4′-(2-cyano-ethyl)-2′-isobutyl-biphenyl-4-yl ester), C(C1=CC=CC=C1)C=1C=C(C=CC1OC)B1OC(C(O1)(C)C)(C)C (2-(3-benzyl-4-methoxy-phenyl)-4,4,5,5-tetramethyl-[1,3,2]dioxaborolane). The reagents and catalysts are C=1C=CC(=CC1)[P](C=2C=CC=CC2)(C=3C=CC=CC3)[Pd]([P](C=4C=CC=CC4)(C=5C=CC=CC5)C=6C=CC=CC6)([P](C=7C=CC=CC7)(C=8C=CC=CC8)C=9C=CC=CC9)[P](C=1C=CC=CC1)(C=1C=CC=CC1)C=1C=CC=CC1 (Pd(Ph3P)4). Solvent: COCCOC.CCO (DME EtOH). Run at temperature 80 celsius. The product is Hexanes EtOAc, C(C1=CC=CC=C1)C=1C=C(C=CC1C1=CC(=C(C=C1)OC)CC1=CC=CC=C1)C1=C(C=C(C=C1)CCC#N)CC(C)C (3-(3′,3″-dibenzyl-2-isobutyl-4″-methoxy-1,1′:4′,1″-terphenyl-4-yl)propanenitrile). Isolated yield 91.0%. RXN SMILES: [CH2:1]([C:8]1[CH:9]=[C:10]([C:22]2[CH:27]=[CH:26][C:25]([CH2:28][CH2:29][C:30]#[N:31])=[CH:24][C:23]=2[CH2:32][CH:33]([CH3:35])[CH3:34])[CH:11]=[CH:12][C:13]=1OS(C(F)(F)F)(=O)=O)[C:2]1[CH:7]=[CH:6][CH:5]=[CH:4][CH:3]=1.[CH2:36]([C:43]1[CH:44]=[C:45](B2OC(C)(C)C(C)(C)O2)[CH:46]=[CH:47][C:48]=1OC)[C:37]1[CH:42]=[CH:41][CH:40]=[CH:39][CH:38]=1.[C:60]([O-:63])([O-])=O.[Na+].[Na+]>COCCOC.CCO.C1C=CC([P]([Pd]([P](C2C=CC=CC=2)(C2C=CC=CC=2)C2C=CC=CC=2)([P](C2C=CC=CC=2)(C2C=CC=CC=2)C2C=CC=CC=2)[P](C2C=CC=CC=2)(C2C=CC=CC=2)C2C=CC=CC=2)(C2C=CC=CC=2)C2C=CC=CC=2)=CC=1>[CH2:1]([C:8]1[CH:9]=[C:10]([C:22]2[CH:27]=[CH:26][C:25]([CH2:28][CH2:29][C:30]#[N:31])=[CH:24][C:23]=2[CH2:32][CH:33]([CH3:35])[CH3:34])[CH:11]=[CH:12][C:13]=1[C:47]1[CH:46]=[CH:45][C:44]([O:63][CH3:60])=[C:43]([CH2:36][C:37]2[CH:42]=[CH:41][CH:40]=[CH:39][CH:38]=2)[CH:48]=1)[C:2]1[CH:7]=[CH:6][CH:5]=[CH:4][CH:3]=1 |f:2.3.4,5.6,^1:78,80,99,118|. Procedure details: 167.7 mg (0.33 mmol) 4′-(2-Cyanoethyl)-3-benzyl-2′-isobutyl-1,1′-biphenyl-4-yl-trifluoromethanesulfonate (26), 158.7 mg (0.49 mmol, 1.5 eqv) 2-(3-Benzyl-4-methoxy-phenyl)-4,4,5,5-tetramethyl-[1,3,2]dioxaborolane (23) and 58.8 mg (50.9 pmol, 0.15 eqv) Pd(Ph3P)4 were dissolved in 10 ml DME/EtOH (9+1). 0.33 ml (0.66 mmol, 2 eqv) of a 2 M aq. Na2CO3-solution was added to this yellow solution and the resulting mixture was heated at 80° C. for 8 h. After concentrating the mixture in vacuo the residue ... Reaction SMILES: [CH3:22][S:23][c:24]1[c:25]([NH2:26])[cH:27][cH:28][cH:29][c:30]1[C:31]([F:32])([F:33])[F:34].[CH3:35][C:36]#[N:37].[O:1]1[CH2:2][CH2:3][CH:4]([CH2:7][NH:8][C:9](=[O:10])[c:11]2[c:12]([C:18]([F:19])([F:20])[F:21])[n:13][c:14]([Cl:17])[n:15][cH:16]2)[CH2:5][CH2:6]1>>[O:1]1[CH2:2][CH2:3][CH:4]([CH2:7][NH:8][C:9](=[O:10])[c:11]2[c:12]([C:18]([F:19])([F:20])[F:21])[n:13][c:14]([NH:26][c:25]3[c:24]([S:23][CH3:22])[c:30]([C:31]([F:32])([F:33])[F:34])[cH:29][cH:28][cH:27]3)[n:15][cH:16]2)[CH2:5][CH2:6]1. Product: CSc1c(Nc2ncc(C(=O)NCC3CCOCC3)c(C(F)(F)F)n2)cccc1C(F)(F)F. Starting materials: CSc1c(N)cccc1C(F)(F)F, CC#N, O=C(NCC1CCOCC1)c1cnc(Cl)nc1C(F)(F)F. Starting materials: Cc1nc2ccccc2s1, CS(C)=O, [K+], [OH-], O, O=Cc1ccc2cc(N(c3ccccc3)c3ccccc3)ccc2c1. Product: C(=Cc1nc2ccccc2s1)c1ccc2cc(N(c3ccccc3)c3ccccc3)ccc2c1. Reaction SMILES: [CH3:26][c:27]1[s:28][c:29]2[c:30]([n:31]1)[cH:32][cH:33][cH:34][cH:35]2.[CH3:38][S:39]([CH3:40])=[O:41].[K+:37].[OH-:36].[OH2:42].[c:1]1([N:7]([c:8]2[cH:9][c:10]3[cH:11][cH:12][c:13]([CH:18]=[O:19])[cH:14][c:15]3[cH:16][cH:17]2)[c:20]2[cH:21][cH:22][cH:23][cH:24][cH:25]2)[cH:2][cH:3][cH:4][cH:5][cH:6]1>>[c:1]1([N:7]([c:8]2[cH:9][c:10]3[cH:11][cH:12][c:13]([CH:18]=[CH:26][c:27]4[s:28][c:29]5[c:30]([n:31]4)[cH:32][cH:33][cH:34][cH:35]5)[cH:14][c:15]3[cH:16][cH:17]2)[c:20]2[cH:21][cH:22][cH:23][cH:24][cH:25]2)[cH:2][cH:3][cH:4][cH:5][cH:6]1.